This data is from the Open Reaction Database (ORD), a public repository of structured organic reaction records. The task is: describe an organic reaction: reactants, conditions, products, and yield Procedure: A solution of 245-(4-bromo-phenyl)-1H-imidazol-2-yl]-4,4-difluoro-pyrrolidine-1-carboxylic acid tert-butyl ester (700 mg, 1.56 mmol), TMS-acetylene (1.11 mL, 7.79 mmol) and triethylamine (1.1 mL, 7.8 mmol) in DMF (8 mL) was degassed with N2 gas for 20 minutes. To the degassed solution was added Pd(PPh3)4 (180 mg, 0.16 mmol) and CuI (14.8 mg, 0.078 mmol). The pressure flask was sealed then heated at 80° C. overnight. After cooling to room temperature, the reaction was concentrated then diluted wi... RXN SMILES: [CH3:1][O:2][C:3](=[O:31])[NH:4][CH:5]([C:9]([N:11]1[CH2:15][C:14](F)(F)[CH2:13][CH:12]1[C:18]1[NH:19][C:20]([C:23]2[CH:28]=[CH:27][C:26]([C:29]#[CH:30])=[CH:25][CH:24]=2)=[CH:21][N:22]=1)=[O:10])[CH:6]([CH3:8])[CH3:7].COC(=O)NC(C(N1CC(F)(F)CC1C1NC(C2C=CC(C#C[Si](C)(C)C)=CC=2)=CN=1)=O)C(C)C.C([O-])([O-])=O.[K+].[K+]>CO>[CH3:1][O:2][C:3](=[O:31])[NH:4][CH:5]([C:9]([N:11]1[CH2:15][CH2:14][CH2:13][CH:12]1[C:18]1[NH:19][C:20]([C:23]2[CH:28]=[CH:27][C:26]([C:29]#[CH:30])=[CH:25][CH:24]=2)=[CH:21][N:22]=1)=[O:10])[CH:6]([CH3:8])[CH3:7] |f:2.3.4|. Reaction conditions: time 5 hour. Product: COC(NC(C(C)C)C(=O)N1C(CCC1)C=1NC(=CN1)C1=CC=C(C=C1)C#C)=O ((1-{2-[5-(4-ethynyl-phenyl)-1H-imidazol-2-yl]-pyrrolidine-1-carbonyl}-2-methyl-propyl)-carbamic acid methyl ester). Run in CO (MeOH). Starting materials: COC(NC(C(C)C)C(=O)N1C(CC(C1)(F)F)C=1NC(=CN1)C1=CC=C(C=C1)C#C)=O ((1-{2-[5-(4-Ethynyl-phenyl)-1H-imidazol-2-yl]-4,4-difluoro-pyrrolidine-1-carbonyl}-2-methyl-propyl)-carbamic acid methyl ester), COC(NC(C(C)C)C(=O)N1C(CC(C1)(F)F)C=1NC(=CN1)C1=CC=C(C=C1)C#C[Si](C)(C)C)=O ((1-{4,4-difluoro-2-[5-(4-trimethylsilanylethynyl-phenyl)-1H-imidazol-2-yl]-pyrrolidine-1-carbonyl}-2-methyl-propyl)-carbamic acid methyl ester), C(=O)([O-])[O-].[K+].[K+] (K2CO3). The reactants are C(C)(C)(C)OC(NC(CC1C(N(C2=CC=CC=C12)CC1=CC=CC=C1)C)C(N(C)OC)=O)=O ([2-(1-benzyl-2-methyl-2,3-dihydro-1H-indol-3-yl)-1-(methoxy-methyl-carbamoyl)-ethyl]-carbamic acid tert-butyl ester), C(=O)([O-])C(O)C(O)C(=O)[O-].[K+].[Na+] (sodium potassium tartrate), [H-].[H-].[H-].[H-].[Li+].[Al+3] (LiAlH4), EtOAc petroleum ether. Run in C1CCOC1 (THF), C1CCOC1 (THF). Reaction conditions: time 15 minute. Yields the product C(C)(C)(C)OC(NC(CC1=CN(C2=CC=CC=C12)CC1=CC=CC=C1)C=O)=O ([2-(1-Benzyl-1H-indol-3-yl)-1-formyl-ethyl]-carbamic acid tert-butyl ester). Isolated yield 73.6%. Reaction SMILES: [H-].[H-].[H-].[H-].[Li+].[Al+3].[C:7]([O:11][C:12](=[O:39])[NH:13][CH:14]([C:33](=[O:38])N(OC)C)[CH2:15][CH:16]1[C:24]2[C:19](=[CH:20][CH:21]=[CH:22][CH:23]=2)[N:18]([CH2:25][C:26]2[CH:31]=[CH:30][CH:29]=[CH:28][CH:27]=2)[CH:17]1C)([CH3:10])([CH3:9])[CH3:8].C(C(C(C([O-])=O)O)O)([O-])=O.[K+].[Na+]>C1COCC1>[C:7]([O:11][C:12](=[O:39])[NH:13][CH:14]([CH:33]=[O:38])[CH2:15][C:16]1[C:24]2[C:19](=[CH:20][CH:21]=[CH:22][CH:23]=2)[N:18]([CH2:25][C:26]2[CH:27]=[CH:28][CH:29]=[CH:30][CH:31]=2)[CH:17]=1)([CH3:8])([CH3:10])[CH3:9] |f:0.1.2.3.4.5,7.8.9|. Procedure: A suspension of LiAlH4 (143 mg, 3.76 mmol) in THF (5 mL) was added over 10 min to a solution of [2-(1-benzyl-2-methyl-2,3-dihydro-1H-indol-3-yl)-1-(methoxy-methyl-carbamoyl)-ethyl]-carbamic acid tert-butyl ester (2 g, 4.32 mmol) in THF (35 mL) at −20° C. The reduction was complete in 15 min (silica gel, 50% EtOAc/petroleum ether, Rf 0.76). Saturated sodium potassium tartrate (10 mL) was added, and the solvent removed. Water was added and the residue extracted with Et2O. The Et2O was washed with ... The reactants are O=C(O)c1ccc(-n2[nH]c3c(nnc4c(F)cccc43)c2=O)cc1, O=S(Cl)Cl. Product: [Cl-], O=C(O)c1ccc(-n2[nH]c3c(nnc4c(F)cccc43)c2=O)cc1. As a reaction SMILES: [F:1][c:2]1[cH:3][cH:4][cH:5][c:6]2[c:7]3[c:8]([n:9][n:10][c:11]12)[c:12](=[O:24])[n:13](-[c:15]1[cH:16][cH:17][c:18]([C:19](=[O:20])[OH:21])[cH:22][cH:23]1)[nH:14]3.[S:25]([Cl:26])([Cl:27])=[O:28]>>[Cl-:27].[F:1][c:2]1[cH:3][cH:4][cH:5][c:6]2[c:7]3[c:8]([n:9][n:10][c:11]12)[c:12](=[O:24])[n:13](-[c:15]1[cH:16][cH:17][c:18]([C:19](=[O:20])[OH:21])[cH:22][cH:23]1)[nH:14]3. The reactants are C(C)(C)(C)P(C(C)(C)C)C(C)(C)C (tri-t-butylphosphine), BrC1=CC=C(C=C1)C1=CC=C(C=C1)N(C1=CC=CC=C1)C1=CC=CC=C1 (4-bromo-4′-(N,N-diphenylamino)biphenyl), NC1=CC=CC=C1 (aniline), tris(benzylideneacetone) dipalladium (0), C(C)(C)(C)O[Na] (t-butoxysodium). Run in C1(=CC=CC=C1)C (toluene), C1(=CC=CC=C1)C (toluene). Run at time 5 hour. The product is C1(=CC=CC=C1)N(C1=CC=C(C=C1)C1=CC=C(NC2=CC=CC=C2)C=C1)C1=CC=CC=C1 (N,N,N′-triphenylbenzidine). The yield is 77.6%. As a reaction SMILES: C(P(C(C)(C)C)C(C)(C)C)(C)(C)C.Br[C:15]1[CH:20]=[CH:19][C:18]([C:21]2[CH:26]=[CH:25][C:24]([N:27]([C:34]3[CH:39]=[CH:38][CH:37]=[CH:36][CH:35]=3)[C:28]3[CH:33]=[CH:32][CH:31]=[CH:30][CH:29]=3)=[CH:23][CH:22]=2)=[CH:17][CH:16]=1.[NH2:40][C:41]1[CH:46]=[CH:45][CH:44]=[CH:43][CH:42]=1.C(O[Na])(C)(C)C>C1(C)C=CC=CC=1>[C:28]1([N:27]([C:34]2[CH:39]=[CH:38][CH:37]=[CH:36][CH:35]=2)[C:24]2[CH:25]=[CH:26][C:21]([C:18]3[CH:19]=[CH:20][C:15]([NH:40][C:41]4[CH:46]=[CH:45][CH:44]=[CH:43][CH:42]=4)=[CH:16][CH:17]=3)=[CH:22][CH:23]=2)[CH:33]=[CH:32][CH:31]=[CH:30][CH:29]=1. Procedure details: A 0.66 weight % toluene solution 100 μl of tri-t-butylphosphine was added to a toluene 100 ml solution of 4-bromo-4′-(N,N-diphenylamino)biphenyl 4.00 g, aniline 1.11 g, tris(benzylideneacetone)-dipalladium (0) 183 mg and t-butoxysodium 1.35 g, and the mixture was stirred at room temperature for 5 hours. After finishing the reaction, the mixture was filtered through celite, and the filtrate was extracted with toluene. This was concentrated under reduced pressure, and the resulting crude product w... Starting materials: C(C(=O)OCC)(=O)OCC (diethyl oxalate), Cl (hydrochloric acid), [Mg] (magnesium), C(C)C1=C(C(=CC(=C1)C)CC)Br (2,6-diethyl-4-methylbromobenzene). Reagents/catalysts: BrC(C)Br (dibromoethane). Solvent: C1(=CC=CC=C1)C (toluene), C1(=CC=CC=C1)C (toluene), O1CCCC1 (tetrahydrofuran). Reaction conditions: temperature 33 celsius, time 20 minute. The product is C(C)C1=C(C(=CC(=C1)C)CC)C(C(=O)OCC)=O (ethyl 2-(2,6-diethyl-4-methylphenyl)-2-oxoacetate). Yield: 118.4%. As a reaction SMILES: [Mg].[CH2:2]([C:4]1[CH:9]=[C:8]([CH3:10])[CH:7]=[C:6]([CH2:11][CH3:12])[C:5]=1Br)[CH3:3].[C:14](OCC)(=[O:20])[C:15]([O:17][CH2:18][CH3:19])=[O:16].Cl>C1(C)C=CC=CC=1.BrC(Br)C.O1CCCC1>[CH2:2]([C:4]1[CH:9]=[C:8]([CH3:10])[CH:7]=[C:6]([CH2:11][CH3:12])[C:5]=1[C:14](=[O:20])[C:15]([O:17][CH2:18][CH3:19])=[O:16])[CH3:3]. Procedure: To a 2 L volume four-necked flask, magnesium (cutting chip) (66.2 g), tetrahydrofuran (anhydrous) (494 g), and toluene (549 g) were added under a nitrogen atmosphere at room temperature. After starting to stir the mixture, dibromoethane (26.9 g) was added dropwise over 10 minutes at about 20° C., and then the internal temperature was raised to 33° C. The resulting mixture was stirred at 30° C. for 20 minutes. 2,6-diethyl-4-methylbromobenzene (10-a) (549.0 g) was added dropwise thereto at 40° C. ... Starting materials: Cl (hydrogen chloride), ClC(C(=O)O)(Cl)Cl (trichloroacetic acid), CC1=CC=C(C(=O)C#N)C=C1 (4-methylbenzoylcyanide), CN1C(=CC=C1)CC#N (1-methylpyrrole-2-acetonitrile). The solvent is C(Cl)Cl (methylene chloride), CCOCC (ether). Conditions: time 3 day. The product is dark solid, CN1C(=CC=C1C(C1=CC=C(C=C1)C)=O)CC#N (1-methyl-5-(4-methylbenzoyl)pyrrole-2-acetonitrile). The yield is 30.0%. RXN SMILES: [CH3:1][C:2]1[CH:11]=[CH:10][C:5]([C:6](C#N)=[O:7])=[CH:4][CH:3]=1.[CH3:12][N:13]1[CH:17]=[CH:16][CH:15]=[C:14]1[CH2:18][C:19]#[N:20].ClC(Cl)(Cl)C(O)=O.Cl>CCOCC.C(Cl)Cl>[CH3:12][N:13]1[C:17]([C:6](=[O:7])[C:5]2[CH:10]=[CH:11][C:2]([CH3:1])=[CH:3][CH:4]=2)=[CH:16][CH:15]=[C:14]1[CH2:18][C:19]#[N:20]. Procedure: A solution of 0.16 g (1.1 mmole) of 4-methylbenzoylcyanide, 0.13 g (1.1 mmole) of 1-methylpyrrole-2-acetonitrile and 4 mg of trichloroacetic acid in 0.4 ml of ether was allowed to stand in the dark under nitrogen at 25°. After three days, a small amount of hydrogen chloride gas was admitted to the vessel. The mixture was allowed to stand for 14 days. It was diluted with methylene chloride and the solution washed with sodium hydroxide. The solution was dried (MgSO4) and the solvent evaporated in ... RXN SMILES: Cl[C:2]1[CH:3]=[C:4]([C:8]#[C:9][C:10]2[CH2:14][C:13]3([CH2:19][CH2:18][C:17](=[O:20])[CH2:16][CH2:15]3)[O:12][N:11]=2)[CH:5]=[CH:6][CH:7]=1.C1(C#CC2CC3(CCC4(OCCO4)CC3)ON=2)C=CC=CC=1>>[C:4]1([C:8]#[C:9][C:10]2[CH2:14][C:13]3([CH2:19][CH2:18][C:17](=[O:20])[CH2:16][CH2:15]3)[O:12][N:11]=2)[CH:5]=[CH:6][CH:7]=[CH:2][CH:3]=1. Procedure details: The title compound was synthesized using the same method described for the compound of Example 32, but starting from the compound of Example 44 instead of the compound of Example 31. The crude was purified by automated flash chromatography (SP1®TM-Biotage; Petroleum Ether-EtOAc 8:2) to give the title product as white solid. Yield: 80%. The product is C1(=CC=CC=C1)C#CC1=NOC2(C1)CCC(CC2)=O (3-(2-Phenylethynyl)-1-oxa-2-azaspiro[4.5]dec-2-en-8-one). The reactants are ClC=1C=C(C=CC1)C#CC1=NOC2(C1)CCC(CC2)=O (3-[(3-Chlorophenyl)ethynyl]-1-oxa-2-azaspiro[4.5]dec-2-en-8-one), C1(=CC=CC=C1)C#CC1=NOC2(C1)CCC1(OCCO1)CC2 (3-(Phenylethynyl)-1,9,12-trioxa-2-azadispiro[4.2.4.2]tetradec-2-ene).